This data is from the Open Reaction Database (ORD), a public repository of structured organic reaction records. The task is: describe an organic reaction: reactants, conditions, products, and yield The reactants are [O-]P(=O)([O-])[O-].[K+].[K+].[K+] (K3PO4), C(CO)O (ethylene glycol), N1CCCCC1 (piperidine), IC1=CC=CC=C1 (iodobenzene). The reagents and catalysts are [Cu]I (copper(I) iodide). Solvent: CC(C)O (2-propanol), CCCCCC.C(C)(=O)OCC (hexane ethyl acetate). Product: C1(=CC=CC=C1)N1CCCCC1 (N-(phenyl)piperidine). The yield is 80.0%. As a reaction SMILES: [O-]P([O-])([O-])=O.[K+].[K+].[K+].[NH:9]1[CH2:14][CH2:13][CH2:12][CH2:11][CH2:10]1.I[C:16]1[CH:21]=[CH:20][CH:19]=[CH:18][CH:17]=1.C(O)CO>[Cu]I.CCCCCC.C(OCC)(=O)C.CC(O)C>[C:16]1([N:9]2[CH2:14][CH2:13][CH2:12][CH2:11][CH2:10]2)[CH:21]=[CH:20][CH:19]=[CH:18][CH:17]=1 |f:0.1.2.3,8.9|. Procedure details: The general procedure under argon was followed using copper(I) iodide (10 mg, 0.05 mmol), K3PO4 (425 mg, 2.00 mmol), piperidine (119 μL, 1.20 mmol), iodobenzene (112 μL, 1.00 mmol), ethylene glycol (111 μL, 2.00 mmol) and 2-propanol (1.0 mL). Column chromatography using a solvent mixture (hexane/ethyl acetate=20/1, Rf=0.4) afforded N-(phenyl)piperidine (129 mg, 80% isolated yield) as colorless liquid. The spectral data (1H NMR) matched with the literature references and GC analysis indicated >95... Starting materials: CC(=O)OC1CCC2(C)C(=CCC3C2CCC2(C)C(=O)C=CC32O)C1, CCN(C(C)C)C(C)C, CCOCCl, ClCCl, O=C(O)CC(O)(CC(=O)O)C(=O)O. The product is CCOCOC12C=CC(=O)C1(C)CCC1C2CC=C2CC(OC(C)=O)CCC21C. Reaction SMILES: [C:1]([CH3:2])(=[O:3])[O:4][CH:5]1[CH2:6][C:7]2=[CH:8][CH2:9][CH:10]3[C:11]4([OH:25])[CH:12]=[CH:13][C:14](=[O:24])[C:15]4([CH3:16])[CH2:17][CH2:18][CH:19]3[C:20]2([CH3:23])[CH2:21][CH2:22]1.[CH:31]([N:32]([CH:33]([CH3:34])[CH3:35])[CH2:36][CH3:37])([CH3:38])[CH3:39].[Cl:26][CH2:27][O:28][CH2:29][CH3:30].[Cl:53][CH2:54][Cl:55].[OH:40][C:41]([CH2:42][C:43]([C:44](=[O:45])[OH:46])([CH2:47][C:48](=[O:49])[OH:50])[OH:51])=[O:52]>>[C:1]([CH3:2])(=[O:3])[O:4][CH:5]1[CH2:6][C:7]2=[CH:8][CH2:9][CH:10]3[C:11]4([O:25][CH2:27][O:28][CH2:29][CH3:30])[CH:12]=[CH:13][C:14](=[O:24])[C:15]4([CH3:16])[CH2:17][CH2:18][CH:19]3[C:20]2([CH3:23])[CH2:21][CH2:22]1. Starting materials: ClC=1C=C(C=CC1Cl)SCCCCOC1=CC2=C(C(OC(N2)=O)(C)C)C=C1 (7-[4-(3,4-dichloro-phenylmercapto)-butoxy]-4,4-dimethyl-4H-3,1-benzoxazin-2-one), OO (hydrogen peroxide). Product: ClC=1C=C(C=CC1Cl)S(=O)CCCCOC1=CC2=C(C(OC(N2)=O)(C)C)C=C1 (7-[4-(3,4-Dichloro-phenylsulfinyl)-butoxy]-4,4-dimethyl-4H-3,1-benzoxazin-2-one). RXN SMILES: [Cl:1][C:2]1[CH:3]=[C:4]([S:9][CH2:10][CH2:11][CH2:12][CH2:13][O:14][C:15]2[CH:27]=[CH:26][C:18]3[C:19]([CH3:25])([CH3:24])[O:20][C:21](=[O:23])[NH:22][C:17]=3[CH:16]=2)[CH:5]=[CH:6][C:7]=1[Cl:8].[OH:28]O>>[Cl:1][C:2]1[CH:3]=[C:4]([S:9]([CH2:10][CH2:11][CH2:12][CH2:13][O:14][C:15]2[CH:27]=[CH:26][C:18]3[C:19]([CH3:24])([CH3:25])[O:20][C:21](=[O:23])[NH:22][C:17]=3[CH:16]=2)=[O:28])[CH:5]=[CH:6][C:7]=1[Cl:8]. Procedure details: Prepared analogously to Example 2 from 7-[4-(3,4-dichloro-phenylmercapto)-butoxy]-4,4-dimethyl-4H-3,1-benzoxazin-2-one and hydrogen peroxide. The reactants are [H-].[Na+] (sodium hydride), C(CC(=O)C)(=O)OC (methyl acetoacetate), C(CCC)[Li] (butyllithium), FC1=CC=C(C=C1)C1=C(C(=NC=2NC(NC(C21)=O)=O)C(C)C)/C=C/C=O ((E)-3-[5-(4-Fluorophenyl)-7-isopropyl-2,4-dioxo-1,2,3,4-tetrahydro-pyrido(2,3-d)pyrimidin-6-yl]prop-2-enal). Yields the product FC1=CC=C(C=C1)C1=C(C(=NC=2NC(NC(C21)=O)=O)C(C)C)/C=C/C(CC(CC(=O)OC)=O)O (Methyl (E)-7-[5-(4-fluorophenyl)-7-isopropyl-2,4-dioxo-1,2,3,4-tetrahydro-pyrido(2,3-d)pyrimidin-6-yl]-5-hydroxy-3-oxo-hept-6-enoate). Reaction SMILES: [H-].[Na+].[C:3]([O:9][CH3:10])(=[O:8])[CH2:4][C:5]([CH3:7])=[O:6].C([Li])CCC.[F:16][C:17]1[CH:22]=[CH:21][C:20]([C:23]2[C:32]3[C:31](=[O:33])[NH:30][C:29](=[O:34])[NH:28][C:27]=3[N:26]=[C:25]([CH:35]([CH3:37])[CH3:36])[C:24]=2/[CH:38]=[CH:39]/[CH:40]=[O:41])=[CH:19][CH:18]=1>>[F:16][C:17]1[CH:18]=[CH:19][C:20]([C:23]2[C:32]3[C:31](=[O:33])[NH:30][C:29](=[O:34])[NH:28][C:27]=3[N:26]=[C:25]([CH:35]([CH3:37])[CH3:36])[C:24]=2/[CH:38]=[CH:39]/[CH:40]([OH:41])[CH2:7][C:5](=[O:6])[CH2:4][C:3]([O:9][CH3:10])=[O:8])=[CH:21][CH:22]=1 |f:0.1|. Procedure details: 0.28 g (9.3 mmol) of 80% strength sodium hydride, 0.97 g (8.4 mmol) of methyl acetoacetate, 8.6 ml (14 mmol) of 15% strength butyllithium and 0.99 g (2.88 mmol) of the compound from Example 27 are reacted analogously to the procedure for Example 7. Starting materials: Br, COc1ccc2oc(=O)c(-c3ccccc3)c(O)c2c1, CC(=O)OC(C)=O, CC(=O)O, CC(C)OC(C)C, C1COCCO1. The product is O=c1oc2ccc(O)cc2c(O)c1-c1ccccc1. RXN SMILES: [BrH:21].[CH3:1][O:2][c:3]1[cH:4][c:5]2[c:6]([OH:20])[c:7](-[c:14]3[cH:15][cH:16][cH:17][cH:18][cH:19]3)[c:8](=[O:13])[o:9][c:10]2[cH:11][cH:12]1.[CH3:22][C:23]([O:24][C:25](=[O:26])[CH3:27])=[O:28].[CH3:42][C:43](=[O:44])[OH:45].[CH:29]([O:30][CH:31]([CH3:32])[CH3:33])([CH3:34])[CH3:35].[O:36]1[CH2:37][CH2:38][O:39][CH2:40][CH2:41]1>>[OH:2][c:3]1[cH:4][c:5]2[c:6]([OH:20])[c:7](-[c:14]3[cH:15][cH:16][cH:17][cH:18][cH:19]3)[c:8](=[O:13])[o:9][c:10]2[cH:11][cH:12]1.